The task is: describe an organic reaction: reactants, conditions, products, and yield. This data is from the Open Reaction Database (ORD), a public repository of structured organic reaction records. The reactants are ClC1=C(C=CC(=C1)Cl)SC1=CC(=CN1)C(=O)OC (Methyl 5-(2,4-dichlorophenylthio)pyrrole-3-carboxylate), CO (methanol), [OH-].[Na+] (sodium hydroxide), CO (methanol). Product: ClC1=C(C=CC(=C1)Cl)SC=1NC=CC1C(=O)O (2-(2,4-Dichlorophenylthio)pyrrole-3-carboxylic Acid). As a reaction SMILES: [Cl:1][C:2]1[CH:7]=[C:6]([Cl:8])[CH:5]=[CH:4][C:3]=1[S:9][C:10]1[NH:14][CH:13]=[C:12](C(OC)=O)[CH:11]=1.[OH-:19].[Na+].[CH3:21][OH:22]>>[Cl:1][C:2]1[CH:7]=[C:6]([Cl:8])[CH:5]=[CH:4][C:3]=1[S:9][C:10]1[NH:14][CH:13]=[CH:12][C:11]=1[C:21]([OH:22])=[O:19] |f:1.2|. Procedure: Methyl 5-(2,4-dichlorophenylthio)pyrrole-3-carboxylate (3.6 g.) was combined with 40 ml. of methanol and 40 ml. of 1 N sodium hydroxide and refluxed for 2.5 hours. The methanol was allowed to evaporate, the aqueous residue diluted with approximately one volume of water and extracted with ether. The aqueous phase was acidified with conc. hydrochloric acid and the heavy oil which precipitated extracted into ethyl acetate. The ethyl acetate extracts were combined, washed with saturated brine, dried... Procedure: Illustrative examples of the uses of one of these fluorous tin reagents, (C6F13CH2CH2)3SnH, are shown in FIG. 2. Reduction of adamantyl bromide with 1 equiv of (C6F13CH2CH2)3SnH followed by fluorous-organic liquid-liquid extraction provides the organic product adamantane on evaporation of the organic liquid phase and the fluorous product (C6F13CH2CH2)3SnBr on evaporation of the fluorous phase. A similar reduction can be conducted in a more economical way by using a catalytic amount of the fluoro... The product is C12CC3CC(CC(C1)C3)C2 (adamantane). Reactants: [Sn] (tin), [SnH](CCC(F)(F)C(F)(F)C(F)(F)C(F)(F)C(F)(F)C(F)(F)F)(CCC(F)(F)C(F)(F)C(F)(F)C(F)(F)C(F)(F)C(F)(F)F)CCC(F)(F)C(F)(F)C(F)(F)C(F)(F)C(F)(F)C(F)(F)F ((C6F13CH2CH2)3SnH), C12(CC3CC(CC(C1)C3)C2)Br (adamantyl bromide), [SnH](CCC(F)(F)C(F)(F)C(F)(F)C(F)(F)C(F)(F)C(F)(F)F)(CCC(F)(F)C(F)(F)C(F)(F)C(F)(F)C(F)(F)C(F)(F)F)CCC(F)(F)C(F)(F)C(F)(F)C(F)(F)C(F)(F)C(F)(F)F ((C6F13CH2CH2)3SnH). As a reaction SMILES: [Sn].[SnH](CCC(C(C(C(C(C(F)(F)F)(F)F)(F)F)(F)F)(F)F)(F)F)(CCC(C(C(C(C(C(F)(F)F)(F)F)(F)F)(F)F)(F)F)(F)F)CCC(C(C(C(C(C(F)(F)F)(F)F)(F)F)(F)F)(F)F)(F)F.[C:66]12(Br)[CH2:75][CH:70]3[CH2:71][CH:72]([CH2:74][CH:68]([CH2:69]3)[CH2:67]1)[CH2:73]2>>[CH:66]12[CH2:75][CH:70]3[CH2:71][CH:72]([CH2:74][CH:68]([CH2:69]3)[CH2:67]1)[CH2:73]2 |^3:0|.